This data is from the Open Reaction Database (ORD), a public repository of structured organic reaction records. The task is: describe an organic reaction: reactants, conditions, products, and yield Reactants: O=C1CCC2(CC1)OCCO2, C1CCOC1, CC(C)(C)[O-], [Cl-], Fc1ccc(C[P+](c2ccccc2)(c2ccccc2)c2ccccc2)cc1, [K+]. The product is Fc1ccc(C=C2CCC3(CC2)OCCO3)cc1. RXN SMILES: [CH2:35]1[CH2:36][O:37][C:38]2([CH2:39][CH2:40][C:41](=[O:44])[CH2:42][CH2:43]2)[O:45]1.[CH2:46]1[O:47][CH2:48][CH2:49][CH2:50]1.[CH3:29][C:30]([CH3:31])([O-:32])[CH3:33].[Cl-:1].[F:2][c:3]1[cH:4][cH:5][c:6]([CH2:9][P+:10]([c:11]2[cH:12][cH:13][cH:14][cH:15][cH:16]2)([c:17]2[cH:18][cH:19][cH:20][cH:21][cH:22]2)[c:23]2[cH:24][cH:25][cH:26][cH:27][cH:28]2)[cH:7][cH:8]1.[K+:34]>>[F:2][c:3]1[cH:4][cH:5][c:6]([CH:9]=[C:41]2[CH2:40][CH2:39][C:38]3([O:37][CH2:36][CH2:35][O:45]3)[CH2:43][CH2:42]2)[cH:7][cH:8]1. The reactants are CCCO, Cc1c(Cl)nn2c(N)nnc2c1C, [H-], [Na+], CN(C)C=O. Product: CCCOc1nn2c(N)nnc2c(C)c1C. Reaction SMILES: [CH2:16]([CH2:17][CH3:18])[OH:19].[Cl:3][c:4]1[c:5]([CH3:15])[c:6]([CH3:14])[c:7]2[n:8]([n:9]1)[c:10]([NH2:13])[n:11][n:12]2.[H-:1].[Na+:2].[O:20]=[CH:21][N:22]([CH3:23])[CH3:24]>>[c:4]1([O:19][CH2:16][CH2:17][CH3:18])[c:5]([CH3:15])[c:6]([CH3:14])[c:7]2[n:8]([n:9]1)[c:10]([NH2:13])[n:11][n:12]2. Starting materials: C(C)(=O)OC(C)Br (1-bromoethyl acetate), FC1=C(C=CC(=C1)F)[C@H](C(=O)O)N1C([C@H](NC([C@H]1CC(C)C)=O)C1CC2=CC=CC=C2C1)=O ((2R)-(2,4-difluorophenyl)[(3R,6R)-3-(2,3-dihydro-1H-inden-2-yl)-6-isobutyl-2,5-dioxopiperazin-1-yl]ethanoic Acid), ice-salt, C([O-])([O-])=O.[K+].[K+] (potassium carbonate). Run in CN(C)C=O (DMF). Run at time 1 hour. Yields the product FC1=C(C=CC(=C1)F)[C@H](C(=O)OCCOC(C)=O)N1C([C@H](NC([C@H]1CC(C)C)=O)C1CC2=CC=CC=C2C1)=O ((acetyloxy)ethyl (2R)-(2,4-difluorophenyl)[(3R,6R)-3-(2,3-dihydro-1H-inden-2-yl)-6-isobutyl-2,5-dioxopiperazin-1-yl]ethanoate). RXN SMILES: [F:1][C:2]1[CH:7]=[C:6]([F:8])[CH:5]=[CH:4][C:3]=1[C@@H:9]([N:13]1[C@H:18]([CH2:19][CH:20]([CH3:22])[CH3:21])[C:17](=[O:23])[NH:16][C@H:15]([CH:24]2[CH2:32][C:31]3[C:26](=[CH:27][CH:28]=[CH:29][CH:30]=3)[CH2:25]2)[C:14]1=[O:33])[C:10]([OH:12])=[O:11].C(=O)([O-])[O-].[K+].[K+].[C:40]([O:43][CH:44](Br)[CH3:45])(=[O:42])[CH3:41]>CN(C=O)C>[F:1][C:2]1[CH:7]=[C:6]([F:8])[CH:5]=[CH:4][C:3]=1[C@@H:9]([N:13]1[C@H:18]([CH2:19][CH:20]([CH3:22])[CH3:21])[C:17](=[O:23])[NH:16][C@H:15]([CH:24]2[CH2:32][C:31]3[C:26](=[CH:27][CH:28]=[CH:29][CH:30]=3)[CH2:25]2)[C:14]1=[O:33])[C:10]([O:12][CH2:45][CH2:44][O:43][C:40](=[O:42])[CH3:41])=[O:11] |f:1.2.3|. Reported procedure: (2R)-(2,4-difluorophenyl)[(3R,6R)-3-(2,3-dihydro-1H-inden-2-yl)-6-isobutyl-2,5-dioxopiperazin-1-yl]ethanoic acid (example 22) (0.130 g) was stirred in anhydrous DMF (1 mL) and anhydrous potassium carbonate (0.020 g, 0.5 eq.) was added. The mixture was stirred at room temperature for 1 hour then cooled to −10° C. (ice-salt bath). The heterogeneous mixture was treated with 1-bromoethyl acetate (0.120 mL, excess) and stirred for 3.5 hours keeping the bath temperature between −10 and −5° C. It was t... Reactants: CC(=O)NC1Cc2ccc(S(=O)(=O)Cl)cc2C1, CI, C[O-], CC(=O)O, [Cl-], Cl, [Na+], O. Product: CSc1ccc2c(c1)CC(NC(C)=O)C2. As a reaction SMILES: [C:1]([CH3:2])(=[O:3])[NH:4][CH:5]1[CH2:6][c:7]2[cH:8][cH:9][c:10]([S:14]([Cl:15])(=[O:16])=[O:17])[cH:11][c:12]2[CH2:13]1.[CH3:19][I:20].[CH3:21][O-:22].[CH3:24][C:25](=[O:26])[OH:27].[Cl-:18].[ClH:28].[Na+:23].[OH2:29]>>[C:1]([CH3:2])(=[O:3])[NH:4][CH:5]1[CH2:6][c:7]2[cH:8][cH:9][c:10]([S:14][CH3:19])[cH:11][c:12]2[CH2:13]1. Reactants: CC#CCO, [Cl-], CC(c1cccc(F)c1)c1cc(Cl)ncn1, [H-], [NH4+], [Na+], C1CCOC1. The product is CC#CCOc1cc(C(C)c2cccc(F)c2)ncn1. As a reaction SMILES: [CH2:3]([C:4]#[C:5][CH3:6])[OH:7].[Cl-:24].[Cl:8][c:9]1[n:10][cH:11][n:12][c:13]([CH:15]([CH3:16])[c:17]2[cH:18][c:19]([F:23])[cH:20][cH:21][cH:22]2)[cH:14]1.[H-:1].[NH4+:25].[Na+:2].[O:26]1[CH2:27][CH2:28][CH2:29][CH2:30]1>>[CH2:3]([C:4]#[C:5][CH3:6])[O:7][c:9]1[n:10][cH:11][n:12][c:13]([CH:15]([CH3:16])[c:17]2[cH:18][c:19]([F:23])[cH:20][cH:21][cH:22]2)[cH:14]1. Procedure: Prepared by proceeding in a similar manner to Intermediate 63, starting from methyl (1aRS,7bSR)-5-{N-[methoxycarbonyl]-N-[2-((Z)-3-hydroxyprop-1-enyl)-4-fluorobenzene-sulfonyl]amino}-1,1a,2,7b-tetrahydrocyclopropa[c]chromene-4-carboxylate (Intermediate 64) and 3-hydroxyazetidine as a yellow oil. Yields the product OC1CN(C1)C\C=C/C1=C(C=CC(=C1)F)S(=O)(=O)NC1=CC=C2C3C(COC2=C1C(=O)OC)C3 (Methyl (1aRS,7bSR)-5-{2[(Z)-3-(3-hydroxyazetidin-1-yl)prop-1-enyl]-4-fluorobenzenesulfonylamino}-1,1a,2,7b-tetrahydrocyclopropa[c]chromene-4-carboxylate). RXN SMILES: C(NC/C=C\C1C=C(F)C=CC=1S(NC1C(C(OC)=O)=C2C(C3CC3CO2)=CC=1)(=O)=O)C.COC([N:37]([C:52]1[C:61]([C:62]([O:64][CH3:65])=[O:63])=[C:60]2[C:55]([CH:56]3[CH2:66][CH:57]3[CH2:58][O:59]2)=[CH:54][CH:53]=1)[S:38]([C:41]1[CH:46]=[CH:45][C:44]([F:47])=[CH:43][C:42]=1/[CH:48]=[CH:49]\[CH2:50]O)(=[O:40])=[O:39])=O.[OH:67][CH:68]1[CH2:71][NH:70][CH2:69]1>>[OH:67][CH:68]1[CH2:71][N:70]([CH2:50]/[CH:49]=[CH:48]\[C:42]2[CH:43]=[C:44]([F:47])[CH:45]=[CH:46][C:41]=2[S:38]([NH:37][C:52]2[C:61]([C:62]([O:64][CH3:65])=[O:63])=[C:60]3[C:55]([CH:56]4[CH2:66][CH:57]4[CH2:58][O:59]3)=[CH:54][CH:53]=2)(=[O:39])=[O:40])[CH2:69]1. Starting materials: C(C)NC\C=C/C1=C(C=CC(=C1)F)S(=O)(=O)NC1=CC=C2C3C(COC2=C1C(=O)OC)C3 (methyl (1aRS,7bSR)-5-[2((Z)-3-ethylaminoprop-1-enyl)-4-fluorobenzenesulfonylamino]-1,1a,2,7b-tetrahydrocyclopropa[c]chromene-4-carboxylate), OC1CNC1 (3-hydroxyazetidine), COC(=O)N(S(=O)(=O)C1=C(C=C(C=C1)F)\C=C/CO)C1=CC=C2C3C(COC2=C1C(=O)OC)C3 (methyl (1aRS,7bSR)-5-{N-[methoxycarbonyl]-N-[2-((Z)-3-hydroxyprop-1-enyl)-4-fluorobenzenesulfonyl]amino}-1,1a,2,7b-tetrahydrocyclopropa[c]chromene-4-carboxylate), COC(=O)N(S(=O)(=O)C1=C(C=C(C=C1)F)\C=C/CO)C1=CC=C2C3C(COC2=C1C(=O)OC)C3 (methyl (1aRS,7bSR)-5-{N-[methoxycarbonyl]-N-[2-((Z)-3-hydroxyprop-1-enyl)-4-fluorobenzenesulfonyl]amino}-1,1a,2,7b-tetrahydrocyclopropa[c]chromene-4-carboxylate).